This data is from the Open Reaction Database (ORD), a public repository of structured organic reaction records. The task is: describe an organic reaction: reactants, conditions, products, and yield Starting materials: FC=1C(=NC=C(C1)F)C(CC1=C(C=CC=C1)F)=O (1-(3,5-Difluoropyridin-2-yl)-2-(2-fluorophenyl)ethanone), O.NN (hydrazine hydrate). Reagents/catalysts: CN(C1=CC=NC=C1)C (4-dimethylaminopyridine). Solvent: N1=CC=CC=C1 (pyridine), C(C)(=O)OCC (ethyl acetate). Yields the product FC=1C=C2C(=NC1)C(=NN2)CC2=C(C=CC=C2)F (6-Fluoro-3-(2-fluorobenzyl)-1H-pyrazolo[4,3-b]pyridine). RXN SMILES: F[C:2]1[C:3]([C:9](=O)[CH2:10][C:11]2[CH:16]=[CH:15][CH:14]=[CH:13][C:12]=2[F:17])=[N:4][CH:5]=[C:6]([F:8])[CH:7]=1.O.[NH2:20][NH2:21]>N1C=CC=CC=1.CN(C)C1C=CN=CC=1.C(OCC)(=O)C>[F:8][C:6]1[CH:7]=[C:2]2[NH:21][N:20]=[C:9]([CH2:10][C:11]3[CH:16]=[CH:15][CH:14]=[CH:13][C:12]=3[F:17])[C:3]2=[N:4][CH:5]=1 |f:1.2|. Procedure details: 9.07 g (32.4 mmol) of the compound from example 37A were initially charged in pyridine (84 ml). Subsequently, 8.10 g (162 mmol) of hydrazine hydrate and 19.8 mg (0.162 mmol) of 4-dimethylaminopyridine were added, and the mixture was heated to reflux for 30 min. The reaction mixture was diluted with ethyl acetate at RT and washed four times with 10% aqueous citric acid solution. The organic phase was subsequently washed with saturated aqueous sodium chloride solution, dried over sodium sulfate, f... The reactants are CCC(=O)N1N=C(c2ccc([N+](=O)[O-])cc2)c2cc(Br)ccc2CC1C, CCO. Product: CCC(=O)N1N=C(c2ccc(N)cc2)c2cc(Br)ccc2CC1C. RXN SMILES: [Br:1][c:2]1[cH:3][c:4]2[c:5]([cH:25][cH:26]1)[CH2:6][CH:7]([CH3:24])[N:8]([C:20]([CH2:21][CH3:22])=[O:23])[N:9]=[C:10]2[c:11]1[cH:12][cH:13][c:14]([N+:17]([O-:18])=[O:19])[cH:15][cH:16]1.[CH3:27][CH2:28][OH:29]>>[Br:1][c:2]1[cH:3][c:4]2[c:5]([cH:25][cH:26]1)[CH2:6][CH:7]([CH3:24])[N:8]([C:20]([CH2:21][CH3:22])=[O:23])[N:9]=[C:10]2[c:11]1[cH:12][cH:13][c:14]([NH2:17])[cH:15][cH:16]1. Reactants: N#CCc1cncc(Br)c1, CC[N+](CC)(CC)Cc1ccccc1, [Cl-], ClCCBr, [Na+], [OH-], O. Product: N#CC1(c2cncc(Br)c2)CC1. Reaction SMILES: [Br:3][c:4]1[cH:5][c:6]([CH2:10][C:11]#[N:12])[cH:7][n:8][cH:9]1.[CH2:18]([N+:19]([CH2:20][CH3:21])([CH2:22][CH3:23])[CH2:24][CH3:25])[c:26]1[cH:27][cH:28][cH:29][cH:30][cH:31]1.[Cl-:17].[Cl:13][CH2:14][CH2:15][Br:16].[Na+:2].[OH-:1].[OH2:32]>>[Br:3][c:4]1[cH:5][c:6]([C:10]2([C:11]#[N:12])[CH2:14][CH2:15]2)[cH:7][n:8][cH:9]1. Starting materials: CC(N)C(=O)N1CCCC1C(=O)N1CCCC1C(=O)O, [Na+], [OH-], O=C=Nc1ccccc1. The product is CC(NC(=O)Nc1ccccc1)C(=O)N1CCCC1C(=O)N1CCCC1C(=O)O. As a reaction SMILES: [NH2:1][CH:2]([CH3:3])[C:4](=[O:5])[N:6]1[CH:7]([C:8](=[O:9])[N:10]2[CH:11]([C:12](=[O:13])[OH:14])[CH2:15][CH2:16][CH2:17]2)[CH2:18][CH2:19][CH2:20]1.[Na+:31].[OH-:30].[c:21]1([N:27]=[C:28]=[O:29])[cH:22][cH:23][cH:24][cH:25][cH:26]1>>[NH:1]([CH:2]([CH3:3])[C:4](=[O:5])[N:6]1[CH:7]([C:8](=[O:9])[N:10]2[CH:11]([C:12](=[O:13])[OH:14])[CH2:15][CH2:16][CH2:17]2)[CH2:18][CH2:19][CH2:20]1)[C:28]([NH:27][c:21]1[cH:22][cH:23][cH:24][cH:25][cH:26]1)=[O:29]. Procedure: Methyl 4-tert-butyl-2-hydroxybenzoate (2.41 g, 11.6 mmol) was dissolved in DMF (15 mL) and K2 CO3 (2.39 g, 17.4 mmol) and N-Boc-3-bromopropylamine (4.14 g, 17.4 mmol) was added using DMF (10 mL) to aid the transfer. Potassium iodide (0.30 g) was added, and the reaction stirred at room temperature under nitrogen for 18 hr. The DMF was removed in vacuo and the residue taken up in ethyl acetate and washed with water and brine, dried, and the solvent removed in vacuo to give a viscous brown oil. Pur... RXN SMILES: [C:1]([C:5]1[CH:14]=[CH:13][C:8]([C:9]([O:11][CH3:12])=[O:10])=[C:7]([OH:15])[CH:6]=1)([CH3:4])([CH3:3])[CH3:2].[C:16]([NH:23][CH2:24][CH2:25][CH2:26]Br)([O:18][C:19]([CH3:22])([CH3:21])[CH3:20])=[O:17].[I-].[K+]>CN(C=O)C>[C:19]([O:18][C:16]([NH:23][CH2:24][CH2:25][CH2:26][O:15][C:7]1[CH:6]=[C:5]([C:1]([CH3:4])([CH3:2])[CH3:3])[CH:14]=[CH:13][C:8]=1[C:9]([O:11][CH3:12])=[O:10])=[O:17])([CH3:22])([CH3:21])[CH3:20] |f:2.3|. Reactants: [I-].[K+] (Potassium iodide), CO3, C(=O)(OC(C)(C)C)NCCCBr (N-Boc-3-bromopropylamine), C(C)(C)(C)C1=CC(=C(C(=O)OC)C=C1)O (Methyl 4-tert-butyl-2-hydroxybenzoate). The product is C(C)(C)(C)OC(=O)NCCCOC1=C(C(=O)OC)C=CC(=C1)C(C)(C)C (Methyl 2-(3-tert-Butoxycarbonylaminopropoxy)-4-tert-butylbenzoate). The yield is 45.1%. Solvent: CN(C)C=O (DMF), CN(C)C=O (DMF). Run at time 18 hour. The reactants are CC(C)CC(=O)Cl, O=C1NC(Cc2ccccc2)CO1. Yields the product CC(C)CC(=O)N1C(=O)OCC1Cc1ccccc1. As a reaction SMILES: [C:14]([CH2:15][CH:16]([CH3:17])[CH3:18])(=[O:19])[Cl:20].[CH2:1]([c:2]1[cH:3][cH:4][cH:5][cH:6][cH:7]1)[CH:8]1[NH:9][C:10](=[O:13])[O:11][CH2:12]1>>[CH2:1]([c:2]1[cH:3][cH:4][cH:5][cH:6][cH:7]1)[CH:8]1[N:9]([C:14]([CH2:15][CH:16]([CH3:17])[CH3:18])=[O:19])[C:10](=[O:13])[O:11][CH2:12]1. Reactants: O=C([O-])O, CC(C)c1nc(CCCOCc2ccccc2)n(Cc2ccncc2)c1Sc1cc(Cl)cc(Cl)c1, Cl, [Na+]. Product: CC(C)c1nc(CCCO)n(Cc2ccncc2)c1Sc1cc(Cl)cc(Cl)c1. Reaction SMILES: [C:37](=[O:38])([O-:39])[OH:40].[CH2:1]([c:2]1[cH:3][cH:4][cH:5][cH:6][cH:7]1)[O:8][CH2:9][CH2:10][CH2:11][c:12]1[n:13]([CH2:29][c:30]2[cH:31][cH:32][n:33][cH:34][cH:35]2)[c:14]([S:20][c:21]2[cH:22][c:23]([Cl:28])[cH:24][c:25]([Cl:27])[cH:26]2)[c:15]([CH:17]([CH3:18])[CH3:19])[n:16]1.[ClH:36].[Na+:41]>>[OH:8][CH2:9][CH2:10][CH2:11][c:12]1[n:13]([CH2:29][c:30]2[cH:31][cH:32][n:33][cH:34][cH:35]2)[c:14]([S:20][c:21]2[cH:22][c:23]([Cl:28])[cH:24][c:25]([Cl:27])[cH:26]2)[c:15]([CH:17]([CH3:18])[CH3:19])[n:16]1.